Dataset: the Open Reaction Database (ORD), a public repository of structured organic reaction records. Task: describe an organic reaction: reactants, conditions, products, and yield Starting materials: O=C([O-])[O-], C1CCOC1, CC(C)c1noc(CN2CCC(N)C2)n1, CS(=O)(=O)c1ccc(-n2ncc3c(Cl)ncnc32)c(F)c1, [K+], [K+], O. Product: CC(C)c1noc(CN2CCC(Nc3ncnc4c3cnn4-c3ccc(S(C)(=O)=O)cc3F)C2)n1. RXN SMILES: [C:37](=[O:38])([O-:39])[O-:40].[CH2:44]1[O:45][CH2:46][CH2:47][CH2:48]1.[CH:1]([CH3:2])([CH3:3])[c:4]1[n:5][o:6][c:7]([CH2:9][N:10]2[CH2:11][CH:12]([NH2:15])[CH2:13][CH2:14]2)[n:8]1.[Cl:16][c:17]1[c:18]2[c:19]([n:20][cH:21][n:22]1)[n:23](-[c:26]1[c:27]([F:36])[cH:28][c:29]([S:32](=[O:33])(=[O:34])[CH3:35])[cH:30][cH:31]1)[n:24][cH:25]2.[K+:41].[K+:42].[OH2:43]>>[CH:1]([CH3:2])([CH3:3])[c:4]1[n:5][o:6][c:7]([CH2:9][N:10]2[CH2:11][CH:12]([NH:15][c:17]3[c:18]4[c:19]([n:20][cH:21][n:22]3)[n:23](-[c:26]3[c:27]([F:36])[cH:28][c:29]([S:32](=[O:33])(=[O:34])[CH3:35])[cH:30][cH:31]3)[n:24][cH:25]4)[CH2:13][CH2:14]2)[n:8]1. RXN SMILES: [C:18]([c:19]1[cH:20][cH:21][cH:22][cH:23][cH:24]1)(=[O:25])[Cl:26].[CH3:1][c:2]1[cH:3][cH:4][c:5]([N+:9](=[O:10])[O-:11])[c:6]([NH2:7])[cH:8]1.[Cl:27][CH2:28][Cl:29].[cH:12]1[cH:13][cH:14][n:15][cH:16][cH:17]1>>[CH3:1][c:2]1[cH:3][cH:4][c:5]([N+:9](=[O:10])[O-:11])[c:6]([NH:7][C:18]([c:19]2[cH:20][cH:21][cH:22][cH:23][cH:24]2)=[O:25])[cH:8]1. The product is Cc1ccc([N+](=O)[O-])c(NC(=O)c2ccccc2)c1. The reactants are O=C(Cl)c1ccccc1, Cc1ccc([N+](=O)[O-])c(N)c1, ClCCl, c1ccncc1. Starting materials: CO, COC(=O)c1ccc(N2CCN(C)CC2)c(F)c1, [Na+], [OH-]. Product: CN1CCN(c2ccc(C(=O)O)cc2F)CC1. Reaction SMILES: [CH3:21][OH:22].[F:1][c:2]1[cH:3][c:4]([C:5](=[O:6])[O:7][CH3:8])[cH:9][cH:10][c:11]1[N:12]1[CH2:13][CH2:14][N:15]([CH3:18])[CH2:16][CH2:17]1.[Na+:20].[OH-:19]>>[F:1][c:2]1[cH:3][c:4]([C:5](=[O:6])[OH:7])[cH:9][cH:10][c:11]1[N:12]1[CH2:13][CH2:14][N:15]([CH3:18])[CH2:16][CH2:17]1. The product is Cl, O=S(=O)(c1cccc(F)c1)c1cnc2c(N3CC4CNC4C3)cccc2c1. Reaction SMILES: [CH3:36][CH2:37][OH:38].[CH:39]([OH:40])([CH3:41])[CH3:42].[ClH:35].[F:1][c:2]1[cH:3][c:4]([S:8](=[O:9])(=[O:10])[c:11]2[cH:12][n:13][c:14]3[c:15]([N:21]4[CH2:22][CH:23]5[CH2:24][N:25]([C:28]([O:29][C:30]([CH3:31])([CH3:32])[CH3:33])=[O:34])[CH:26]5[CH2:27]4)[cH:16][cH:17][cH:18][c:19]3[cH:20]2)[cH:5][cH:6][cH:7]1>>[ClH:35].[F:1][c:2]1[cH:3][c:4]([S:8](=[O:9])(=[O:10])[c:11]2[cH:12][n:13][c:14]3[c:15]([N:21]4[CH2:22][CH:23]5[CH2:24][NH:25][CH:26]5[CH2:27]4)[cH:16][cH:17][cH:18][c:19]3[cH:20]2)[cH:5][cH:6][cH:7]1. Reactants: CCO, CC(C)O, Cl, CC(C)(C)OC(=O)N1CC2CN(c3cccc4cc(S(=O)(=O)c5cccc(F)c5)cnc34)CC21.